Dataset: the Open Reaction Database (ORD), a public repository of structured organic reaction records. Task: describe an organic reaction: reactants, conditions, products, and yield Starting materials: C(C1=CC=CC=C1)N1CC(N(CC1)C(=O)OC(C)(C)C)CCO ((RS)-4-benzyl-1-(tert-butyloxycarbonyl)-2-(2-hydroxyethyl)piperazine). The reagents and catalysts are [Pd] (palladium on charcoal). The solvent is C(C)O (ethanol). Yields the product C(C)(C)(C)OC(=O)N1C(CNCC1)CCO ((RS)-1-(tert-Butyloxycarbonyl)-2-(2-hydroxyethyl)piperazine). Yield: 91.7%. As a reaction SMILES: C([N:8]1[CH2:13][CH2:12][N:11]([C:14]([O:16][C:17]([CH3:20])([CH3:19])[CH3:18])=[O:15])[CH:10]([CH2:21][CH2:22][OH:23])[CH2:9]1)C1C=CC=CC=1>C(O)C.[Pd]>[C:17]([O:16][C:14]([N:11]1[CH2:12][CH2:13][NH:8][CH2:9][CH:10]1[CH2:21][CH2:22][OH:23])=[O:15])([CH3:20])([CH3:19])[CH3:18]. Reported procedure: A solution of (RS)-4-benzyl-1-(tert-butyloxycarbonyl)-2-(2-hydroxyethyl)piperazine (D5) (2.5 g, 7.81 mmol) in ethanol (150 ml) was hydrogenated at atmospheric pressure and room temperature in the presence of 10% palladium on charcoal (2.07 g, 54% paste with water) for 3.5 h. The mixture was filtered through Kieselguhr and the filtrate evaporated in vacuo to give the title compound as a colourless oil (1.65 g, 92%). Mass spectrum (AP+): Found 231 (MH+). C11H22N2O3 requires 230. The reactants are BrC=1C(=CC2=C(C=3N(CCO2)C=C(N3)C(=O)N)C1)F (10-bromo-9-fluoro-5,6-dihydrobenzo[f]imidazo[1,2-d][1,4]oxazepine-2-carboxamide), CN1C=NC(=C1)C(C)(C#C)O (2-(1-methyl-1H-imidazol-4-yl)but-3-yn-2-ol). Product: FC1=CC2=C(C=3N(CCO2)C=C(N3)C(=O)N)C=C1C#CC(C)(C=1N=CN(C1)C)O ((±)-9-fluoro-10-(3-hydroxy-3-(1-methyl-1H-imidazol-4-yl)but-1-yn-1-yl)-5,6-dihydrobenzo[f]imidazo[1,2-d][1,4]oxazepine-2-carboxamide). The yield is 11.0%. As a reaction SMILES: Br[C:2]1[C:3]([F:19])=[CH:4][C:5]2[O:11][CH2:10][CH2:9][N:8]3[CH:12]=[C:13]([C:15]([NH2:17])=[O:16])[N:14]=[C:7]3[C:6]=2[CH:18]=1.[CH3:20][N:21]1[CH:25]=[C:24]([C:26]([OH:30])([C:28]#[CH:29])[CH3:27])[N:23]=[CH:22]1>>[F:19][C:3]1[C:2]([C:29]#[C:28][C:26]([OH:30])([C:24]2[N:23]=[CH:22][N:21]([CH3:20])[CH:25]=2)[CH3:27])=[CH:18][C:6]2[C:7]3[N:8]([CH:12]=[C:13]([C:15]([NH2:17])=[O:16])[N:14]=3)[CH2:9][CH2:10][O:11][C:5]=2[CH:4]=1. Reported procedure: Similar to as described in General Procedure G, 10-bromo-9-fluoro-5,6-dihydrobenzo[f]imidazo[1,2-d][1,4]oxazepine-2-carboxamide was reacted with 2-(1-methyl-1H-imidazol-4-yl)but-3-yn-2-ol to give the titled compound as a colorless solid (15 mg, 11%).